This data is from the Open Reaction Database (ORD), a public repository of structured organic reaction records. The task is: describe an organic reaction: reactants, conditions, products, and yield Reactants: [Br-], C[Mg+], N#Cc1ccccc1-c1ccc(C=O)cc1, Cl, C1CCOC1. The product is CC(O)c1ccc(-c2ccccc2C#N)cc1. RXN SMILES: [Br-:17].[CH3:18][Mg+:19].[CH:1](=[O:2])[c:3]1[cH:4][cH:5][c:6](-[c:9]2[c:10]([C:15]#[N:16])[cH:11][cH:12][cH:13][cH:14]2)[cH:7][cH:8]1.[ClH:20].[O:21]1[CH2:22][CH2:23][CH2:24][CH2:25]1>>[CH:1]([OH:2])([c:3]1[cH:4][cH:5][c:6](-[c:9]2[c:10]([C:15]#[N:16])[cH:11][cH:12][cH:13][cH:14]2)[cH:7][cH:8]1)[CH3:18]. Starting materials: C(C1=CC=CC=C1)N1CCC12CNC2 (1-benzyl-1,6-diaza-spiro[3.3]heptane), C(C)(C)N(CC)C(C)C (diisopropyl-ethyl-amine), N(=C=O)CCCC1=CC=CC=C1 ((3-isocyanato-propyl)-benzene). The solvent is ClCCl (dichloromethane). Reaction conditions: time 16 hour. The product is C1(=CC=CC=C1)CCCNC(=O)N1CC2(CCN2CC2=CC=CC=C2)C1 (Benzyl-1,6-diaza-spiro[3.3]heptane-6-carboxylic acid (3-phenyl-propyl)-amide). The yield is 11.9%. Reaction SMILES: [CH2:1]([N:8]1[C:11]2([CH2:14][NH:13][CH2:12]2)[CH2:10][CH2:9]1)[C:2]1[CH:7]=[CH:6][CH:5]=[CH:4][CH:3]=1.C(N(C(C)C)CC)(C)C.[N:24]([CH2:27][CH2:28][CH2:29][C:30]1[CH:35]=[CH:34][CH:33]=[CH:32][CH:31]=1)=[C:25]=[O:26]>ClCCl>[C:30]1([CH2:29][CH2:28][CH2:27][NH:24][C:25]([N:13]2[CH2:12][C:11]3([N:8]([CH2:1][C:2]4[CH:7]=[CH:6][CH:5]=[CH:4][CH:3]=4)[CH2:9][CH2:10]3)[CH2:14]2)=[O:26])[CH:35]=[CH:34][CH:33]=[CH:32][CH:31]=1. Reported procedure: To a solution of 1-benzyl-1,6-diaza-spiro[3.3]heptane (41 mg, 217 μmol) in dichloromethane (2 mL) was added diisopropyl-ethyl-amine (112 mg, 868 μmol)) followed by (3-isocyanato-propyl)-benzene (84 mg, 521 μmol) and the reaction mixture was allowed to stir at ambient temperature for 16 h. After complete consumption of starting material the reaction mixture was diluted with dichloromethane and was washed successively with water and brine. The organic layer was dried over sodium sulfate and evapor... Starting materials: COC(=O)c1ccc(OC2CCN(C(=O)OC(C)(C)C)CC2)cc1OC, CO, ClCCl, [Na+], [OH-]. Product: COc1cc(OC2CCN(C(=O)OC(C)(C)C)CC2)ccc1C(=O)O. Reaction SMILES: [CH3:1][O:2][C:3]([c:4]1[c:5]([O:24][CH3:25])[cH:6][c:7]([O:10][CH:11]2[CH2:12][CH2:13][N:14]([C:17](=[O:18])[O:19][C:20]([CH3:21])([CH3:22])[CH3:23])[CH2:15][CH2:16]2)[cH:8][cH:9]1)=[O:26].[CH3:32][OH:33].[Cl:29][CH2:30][Cl:31].[Na+:28].[OH-:27]>>[O:2]=[C:3]([c:4]1[c:5]([O:24][CH3:25])[cH:6][c:7]([O:10][CH:11]2[CH2:12][CH2:13][N:14]([C:17](=[O:18])[O:19][C:20]([CH3:21])([CH3:22])[CH3:23])[CH2:15][CH2:16]2)[cH:8][cH:9]1)[OH:26]. Starting materials: C1(=CC=CC=C1)O (phenol), C1(=CC=CC=C1)O (phenol), CSC1=CC=C(C=C1)O (para-(methylthio)phenol), CSSC (methyl disulfide), solid, di-(methylthio)phenols. Yields the product CSC1=C(C=CC=C1)O (ortho-(methylthio)phenol). Yield: 41.0%. Reaction SMILES: [C:1]1([OH:7])[CH:6]=[CH:5][CH:4]=[CH:3][CH:2]=1.[CH3:8][S:9]SC.CSC1C=CC(O)=CC=1>>[CH3:8][S:9][C:2]1[CH:3]=[CH:4][CH:5]=[CH:6][C:1]=1[OH:7]. Reported procedure: The reaction was again repeated using identical amounts of phenol and methyl disulfide and 2.8 g of the solid H ELZ-20 catalyst recovered from the first repetition. The mixture was heated for 4 hours at which time the temperature was 179° C. After work-up as before, GC analysis indicated the presence of phenol (5.7 g, 46% recovered), ortho-(methylthio)phenol (5.1 g, 41% yield), para-(methylthio)phenol (2.7 g), and di-(methylthio)phenols (2.4 g). Reactants: CCOc1ccc(C)cc1Br, [C-]#N, [C-]#N, O=C([O-])O, CN(C)C=O, CCOCC, [Na+], [Zn+2], c1ccc(P(c2ccccc2)(c2ccccc2)[Pd](P(c2ccccc2)(c2ccccc2)c2ccccc2)(P(c2ccccc2)(c2ccccc2)c2ccccc2)P(c2ccccc2)(c2ccccc2)c2ccccc2)cc1. The product is CCOc1ccc(C)cc1C#N. Reaction SMILES: [Br:1][c:2]1[c:3]([O:9][CH2:10][CH3:11])[cH:4][cH:5][c:6]([CH3:8])[cH:7]1.[C-:27]#[N:28].[C-:30]#[N:31].[C:22](=[O:23])([OH:24])[O-:25].[CH3:12][N:13]([CH3:14])[CH:15]=[O:16].[CH3:17][CH2:18][O:19][CH2:20][CH3:21].[Na+:26].[Zn+2:29].[cH:32]1[cH:33][cH:34][c:35]([P:36]([Pd:37]([P:38]([c:39]2[cH:40][cH:41][cH:42][cH:43][cH:44]2)([c:45]2[cH:46][cH:47][cH:48][cH:49][cH:50]2)[c:51]2[cH:52][cH:53][cH:54][cH:55][cH:56]2)([P:57]([c:58]2[cH:59][cH:60][cH:61][cH:62][cH:63]2)([c:64]2[cH:65][cH:66][cH:67][cH:68][cH:69]2)[c:70]2[cH:71][cH:72][cH:73][cH:74][cH:75]2)[P:76]([c:77]2[cH:78][cH:79][cH:80][cH:81][cH:82]2)([c:83]2[cH:84][cH:85][cH:86][cH:87][cH:88]2)[c:89]2[cH:90][cH:91][cH:92][cH:93][cH:94]2)([c:95]2[cH:96][cH:97][cH:98][cH:99][cH:100]2)[c:101]2[cH:102][cH:103][cH:104][cH:105][cH:106]2)[cH:107][cH:108]1>>[c:2]1([C:12]#[N:13])[c:3]([O:9][CH2:10][CH3:11])[cH:4][cH:5][c:6]([CH3:8])[cH:7]1.